This data is from the Open Reaction Database (ORD), a public repository of structured organic reaction records. The task is: describe an organic reaction: reactants, conditions, products, and yield The reactants are C1(COCC(=O)O1)=O (diglycolic anhydride), Schiff base, C(C1=CC=CC=C1)N (benzylamine). The solvent is C=1(C(=CC=CC1)C)C (xylene). Run at temperature 0 celsius. Yields the product C(C1=CC=CC=C1)N1C(C(OCC1=O)C(=O)O)C1=CC=CC=C1 (4-Benzyl-3-Phenyl-Morpholin-5-One-2-Carboxylic Acid). Yield: 43.0%. Reaction SMILES: [C:1]1(=[O:8])[O:7][C:5](=[O:6])[CH2:4][O:3][CH2:2]1.[CH2:9]([NH2:16])[C:10]1[CH:15]=[CH:14][CH:13]=[CH:12][CH:11]=1>C1(C)C(C)=CC=CC=1>[CH2:9]([N:16]1[C:5](=[O:6])[CH2:4][O:3][CH:2]([C:1]([OH:7])=[O:8])[CH:9]1[C:10]1[CH:15]=[CH:14][CH:13]=[CH:12][CH:11]=1)[C:10]1[CH:15]=[CH:14][CH:13]=[CH:12][CH:11]=1. Procedure: 9.86 g (0.085 mole) of diglycolic anhydride and 16.5 g of Schiff base (0.085 mole), prepared from benzyldehyde and benzylamine, are refluxed at 140° C. in 220 ml of xylene for 6 hr. After cooling to 0° C. the solid is collected and washed with ether: 14.5 g (54%) mp 170°-9° C. Recrystallization from methylenechloride (little) and ether gave 11.3 g (43%) of title compound mp 177°-81° C. As a reaction SMILES: [C:1]([C:4]1[O:14][C:7]2=[C:8]([O:12][CH3:13])[N:9]=[CH:10][CH:11]=[C:6]2[CH:5]=1)(=[O:3])[CH3:2].[Br:15]N1C(=O)CCC1=O>C(#N)C>[C:1]([C:4]1[O:14][C:7]2=[C:8]([O:12][CH3:13])[N:9]=[CH:10][C:11]([Br:15])=[C:6]2[CH:5]=1)(=[O:3])[CH3:2]. The yield is 92.3%. Run at time 8 hour. Reported procedure: A solution of 2-acetyl-7-methoxyfuro[2,3-c]pyridine (1.1 g) in acetonitrile (50 ml) was stirred at room temperature. N-Bromosuccinimide (1.0 g) was added and stirring continued overnight. The reaction was quenched by the addition of water (50 ml) and extracted with dichloromethane (3×50 ml). The combined organic extracts were washed with water (50 ml), dried over magnesium sulfate, filtered and the solvent removed in vacuo. Purification by column chromatography on silica eluting with 33% ethyl a... Starting materials: C(C)(=O)C1=CC=2C(=C(N=CC2)OC)O1 (2-acetyl-7-methoxyfuro[2,3-c]pyridine), BrN1C(CCC1=O)=O (N-Bromosuccinimide). Yields the product C(C)(=O)C1=CC=2C(=C(N=CC2Br)OC)O1 (2-Acetyl-4-bromo-7-methoxyfuro[2,3-c]pyridine). Run in C(C)#N (acetonitrile). Reactants: FC([C@@H]1N(CC[C@H](C1)C1=CC(NO1)=O)C(=O)OC)F (Trans-methyl 2-(difluoromethyl)-4-(3-oxo-2,3-dihydroisoxazol-5-yl)piperidine-1-carboxylate), Br (hydrogen bromide). Conditions: time 16 hour. Product: FC([C@@H]1NCC[C@H](C1)C1=CC(NO1)=O)F (5-(Trans-2-(difluoromethyl)piperidin-4-yl)isoxazol-3(2H)-one). Isolated yield 89.6%. Reaction SMILES: [F:1][CH:2]([F:19])[C@H:3]1[CH2:8][C@H:7]([C:9]2[O:13][NH:12][C:11](=[O:14])[CH:10]=2)[CH2:6][CH2:5][N:4]1C(OC)=O.Br>>[F:19][CH:2]([F:1])[C@H:3]1[CH2:8][C@H:7]([C:9]2[O:13][NH:12][C:11](=[O:14])[CH:10]=2)[CH2:6][CH2:5][NH:4]1. Reported procedure: Trans-methyl 2-(difluoromethyl)-4-(3-oxo-2,3-dihydroisoxazol-5-yl)piperidine-1-carboxylate (122 mg, 0.44 mmol) was dissolved in hydrogen bromide (33% in acetic acid, 8.21 mL, 46.87 mmol) and stirred at room temperature for 16 h. The solvent was removed in vacuo and the compound was purified by preparative HPLC on a XBridge C18 column (10 μm 250×19 ID mm) using a gradient of 0-10% Acetonitrile in H2O/MeCN/NH3 95/5/0.2 buffer over 20 minutes with a flow of 19 mL/min. 5-(Trans-2-(difluoromethyl)pip... The reactants are C(C1=CC=CC=C1)OCN1C(NC(C=C1)=O)=O (1-benzyloxymethylpyrimidine-2,4-dione), C(C1=CC=CC=C1)OC([C@@H](NC(=O)OC(C)(C)C)CCO)=O ((±)-N-(tert-butoxycarbonyl)homoserine benzyl ester), C(C=C)OC([C@@H](NC(=O)OC(C)(C)C)CCO)=O ((±)-N-(tert-butoxycarbonyl)homoserine allyl ester). Yields the product C1(C=2C(C(N1)=O)=CC=CC2)=O (phthalimide), C(C1=CC=CC=C1)OC(C(NC(=O)OC(C)(C)C)CCN1C(N(C=CC1=O)COCC1=CC=CC=C1)=O)=O ((±)-2-[2-(1-Benzyloxymethylpyrimidin-2,4-dione-3-yl)ethyl]-N-(tert-butoxycarbonyl)glycine Benzyl Ester). Yield: 74.0%. Reaction SMILES: [CH2:1]([O:8][C:9](=[O:22])[C@H:10]([CH2:19][CH2:20]O)[NH:11][C:12]([O:14][C:15]([CH3:18])([CH3:17])[CH3:16])=[O:13])[C:2]1[CH:7]=[CH:6][CH:5]=[CH:4][CH:3]=1.C(OC(=O)[C@H](CCO)[NH:29][C:30](OC(C)(C)C)=[O:31])C=C.[CH2:41]([O:48][CH2:49][N:50]1[CH:55]=[CH:54][C:53](=[O:56])[NH:52][C:51]1=[O:57])[C:42]1[CH:47]=[CH:46][CH:45]=[CH:44][CH:43]=1>>[C:30]1(=[O:31])[NH:29][C:1](=[O:8])[C:2]2=[CH:3][CH:4]=[CH:5][CH:6]=[C:7]12.[CH2:1]([O:8][C:9](=[O:22])[CH:10]([CH2:19][CH2:20][N:52]1[C:53](=[O:56])[CH:54]=[CH:55][N:50]([CH2:49][O:48][CH2:41][C:42]2[CH:47]=[CH:46][CH:45]=[CH:44][CH:43]=2)[C:51]1=[O:57])[NH:11][C:12]([O:14][C:15]([CH3:18])([CH3:17])[CH3:16])=[O:13])[C:2]1[CH:7]=[CH:6][CH:5]=[CH:4][CH:3]=1. Procedure: In a similar manner to that described in Example 1(1), a reaction was carried out using (±)-N-(tert-butoxycarbonyl)homoserine benzyl ester, instead of (±)-N-(tert-butoxycarbonyl)homoserine allyl ester, and using 1-benzyloxymethylpyrimidine-2,4-dione, instead of phthalimide, to afford the desired compound (yield 74%) as a pale yellow oil.